Dataset: the Open Reaction Database (ORD), a public repository of structured organic reaction records. Task: describe an organic reaction: reactants, conditions, products, and yield Reagents/catalysts: [Pd] (Pd—C). Reaction SMILES: [CH2:1]([O:3][C:4](=[O:16])[CH2:5][O:6][C:7]1[CH:12]=[CH:11][CH:10]=[C:9]([N+:13]([O-])=O)[CH:8]=1)[CH3:2]>CO.[Pd]>[CH2:1]([O:3][C:4](=[O:16])[CH2:5][O:6][C:7]1[CH:12]=[CH:11][CH:10]=[C:9]([NH2:13])[CH:8]=1)[CH3:2]. Reported procedure: A solution of (3-nitrophenoxy)-acetic acid ethyl ester (500 mg, 2.22 mmol) in methanol (20 ml) was hydrogenated over 10% Pd—C (50 mg) at atmospheric pressure until no further gas uptake was observed. The reaction mixture was then filtered over celite and concentrated to yield a residue which was purified over neutral alumina using ethyl acetate-hexane to give (3-amino-phenoxy)-acetic acid ethyl ester (330 mg, 77%) as oil. Reactants: C(C)OC(COC1=CC(=CC=C1)[N+](=O)[O-])=O ((3-nitrophenoxy)-acetic acid ethyl ester). Yields the product C(C)OC(COC1=CC(=CC=C1)N)=O ((3-amino-phenoxy)-acetic acid ethyl ester). Yield: 76.1%. Solvent: CO (methanol). Reactants: FC1=NC=CN=C1C1CCOCC1 (2-fluoro-3-(tetrahydro-2H-pyran-4-yl)pyrazine), NC1=CC=C(C=C1)O (4-aminophenol), C([O-])([O-])=O.[Cs+].[Cs+] (cesium carbonate). The solvent is CS(=O)C (DMSO), O (water). The product is O1CCC(CC1)C=1C(=NC=CN1)OC1=CC=C(N)C=C1 (4-(3-(tetrahydro-2H-pyran-4-yl)pyrazin-2-yloxy)aniline). As a reaction SMILES: F[C:2]1[C:7]([CH:8]2[CH2:13][CH2:12][O:11][CH2:10][CH2:9]2)=[N:6][CH:5]=[CH:4][N:3]=1.[NH2:14][C:15]1[CH:20]=[CH:19][C:18]([OH:21])=[CH:17][CH:16]=1.C(=O)([O-])[O-].[Cs+].[Cs+]>CS(C)=O.O>[O:11]1[CH2:12][CH2:13][CH:8]([C:7]2[C:2]([O:21][C:18]3[CH:19]=[CH:20][C:15]([NH2:14])=[CH:16][CH:17]=3)=[N:3][CH:4]=[CH:5][N:6]=2)[CH2:9][CH2:10]1 |f:2.3.4|. Procedure: To a round-bottomed flask was added 2-fluoro-3-(tetrahydro-2H-pyran-4-yl)pyrazine (1.1147 g, 6.12 mmol), 4-aminophenol (0.801 g, 7.34 mmol), and cesium carbonate (5.98 g, 18.35 mmol) in DMSO (20.39 mL) at 110° C. to stir. The reaction mixture was diluted with water and extracted with dichloromethane. The organic extract was washed with water, brine, dried with magnesium sulfate, filtered, and concentrated. The crude product was adsorbed onto a plug of silica gel and chromatographed to provide 4-... The reactants are C1CO1, CO, Fc1ccc(Cn2c(NC3CCNCC3)nc3ccccc32)cc1. The product is OCCN1CCC(Nc2nc3ccccc3n2Cc2ccc(F)cc2)CC1. As a reaction SMILES: [CH2:1]1[CH2:2][O:3]1.[CH3:28][OH:29].[F:4][c:5]1[cH:6][cH:7][c:8]([CH2:11][n:12]2[c:13]([NH:21][CH:22]3[CH2:23][CH2:24][NH:25][CH2:26][CH2:27]3)[n:14][c:15]3[c:16]2[cH:17][cH:18][cH:19][cH:20]3)[cH:9][cH:10]1>>[CH2:1]([CH2:2][N:25]1[CH2:24][CH2:23][CH:22]([NH:21][c:13]2[n:12]([CH2:11][c:8]3[cH:7][cH:6][c:5]([F:4])[cH:10][cH:9]3)[c:16]3[c:15]([n:14]2)[cH:20][cH:19][cH:18][cH:17]3)[CH2:27][CH2:26]1)[OH:3].